The task is: describe an organic reaction: reactants, conditions, products, and yield. This data is from the Open Reaction Database (ORD), a public repository of structured organic reaction records. Starting materials: CCCC[N+](CCCC)(CCCC)CCCC, C1CCOC1, COC(c1ccc(C(F)(F)F)cc1CO[Si](C)(C)C(C)(C)C)C1CCCCC1, [F-], O. Product: COC(c1ccc(C(F)(F)F)cc1CO)C1CCCCC1. RXN SMILES: [CH2:30]([N+:31]([CH2:32][CH2:33][CH2:34][CH3:35])([CH2:36][CH2:37][CH2:38][CH3:39])[CH2:40][CH2:41][CH2:42][CH3:43])[CH2:44][CH2:45][CH3:46].[CH2:48]1[O:49][CH2:50][CH2:51][CH2:52]1.[CH:1]1([CH:7]([c:8]2[c:9]([CH2:10][O:11][Si:12]([C:13]([CH3:14])([CH3:15])[CH3:16])([CH3:17])[CH3:18])[cH:19][c:20]([C:23]([F:24])([F:25])[F:26])[cH:21][cH:22]2)[O:27][CH3:28])[CH2:2][CH2:3][CH2:4][CH2:5][CH2:6]1.[F-:29].[OH2:47]>>[CH:1]1([CH:7]([c:8]2[c:9]([CH2:10][OH:11])[cH:19][c:20]([C:23]([F:24])([F:25])[F:26])[cH:21][cH:22]2)[O:27][CH3:28])[CH2:2][CH2:3][CH2:4][CH2:5][CH2:6]1.